From a dataset of the Open Reaction Database (ORD), a public repository of structured organic reaction records. describe an organic reaction: reactants, conditions, products, and yield The reactants are C(C)(C)(C)OC(=O)N1C[C@H](CCC1)OS(=O)(=O)C ((S)-3-Methanesulfonyloxy-piperidine-1-carboxylic acid tert-butyl ester), C(C)(C)(C)OC(=O)N1C[C@H](CCC1)OS(=O)(=O)C ((S)-3-Methanesulfonyloxy-piperidine-1-carboxylic acid tert-butyl ester), BrC=1C=NNC1 (4-bromopyrazole), [H-].[Na+] (sodium hydride), Hexanes Ethyl Acetate. The solvent is CN(C)C=O (DMF), CN(C)C=O (DMF). Run at time 1 hour. Product: BrC=1C=NN(C1)[C@H]1CN(CCC1)C(=O)OC(C)(C)C ((R)-tert-butyl 3-(4-bromo-1H-pyrazol-1-yl)piperidine-1-carboxylate), solid. The yield is 43.0%. Reaction SMILES: [Br:1][C:2]1[CH:3]=[N:4][NH:5][CH:6]=1.[H-].[Na+].[C:9]([O:13][C:14]([N:16]1[CH2:21][CH2:20][CH2:19][C@H:18](OS(C)(=O)=O)[CH2:17]1)=[O:15])([CH3:12])([CH3:11])[CH3:10]>CN(C=O)C>[Br:1][C:2]1[CH:3]=[N:4][N:5]([C@@H:20]2[CH2:19][CH2:18][CH2:17][N:16]([C:14]([O:13][C:9]([CH3:12])([CH3:11])[CH3:10])=[O:15])[CH2:21]2)[CH:6]=1 |f:1.2|. Procedure details: To a solution of 4-bromopyrazole (4.68 g, 31.83 mmol) in DMF (300 mL) at 0° C. was added sodium hydride (60% on mineral oil, 1.27 g, 31.83 mmol). The solution was allowed to stir at 0° C. for one hour, at which point a solution of (S)-3-Methanesulfonyloxy-piperidine-1-carboxylic acid tert-butyl ester (Compound 1007, which was prepared from (S)-tert-butyl 3-hydroxypiperidine-1-carboxylate, 9.78 g, 31.83 mmol) in DMF (50 mL) was added dropwise. The reaction mixture was allowed to stir at room temp...